Task: describe an organic reaction: reactants, conditions, products, and yield. Dataset: the Open Reaction Database (ORD), a public repository of structured organic reaction records RXN SMILES: [C:1]([O:5][C:6]([NH:8][C:9]([CH3:27])([CH3:26])[CH2:10][C:11]([NH:13][C@H:14]1[C:20](=[O:21])[NH:19][C:18]2[CH:22]=[CH:23][CH:24]=[CH:25][C:17]=2[S:16][CH2:15]1)=[O:12])=[O:7])([CH3:4])([CH3:3])[CH3:2].I([O-])(=O)(=O)=[O:29].[Na+]>CO.O>[C:1]([O:5][C:6]([NH:8][C:9]([CH3:27])([CH3:26])[CH2:10][C:11]([NH:13][C@H:14]1[C:20](=[O:21])[NH:19][C:18]2[CH:22]=[CH:23][CH:24]=[CH:25][C:17]=2[S:16](=[O:29])[CH2:15]1)=[O:12])=[O:7])([CH3:4])([CH3:2])[CH3:3] |f:1.2,3.4|. Reaction conditions: time 48 hour. Procedure details: A solution of 179 mg (0.46 mmol) of 3-t-butoxycarbonylamino-3-methyl-N-[3,4-dihydro-4-oxo-1,5-benzothiazepin-3(S)-yl]-butanamide (Example 46, Step A) in 4.5 mL of methanol/water (5:1) was treated with 102 mg (0.48 mmol, 1.05 eq) of sodium periodate and stirred at room temperature for 48 hours. The reaction mixture was filtered and the filtrate concentrated under vacuum. The residue was redissolved in chloroform, dried over potassium carbonate, filtered and concentrated under vacuum. Purification... Yields the product C(C)(C)(C)OC(=O)NC(CC(=O)N[C@@H]1CS(C2=C(NC1=O)C=CC=C2)=O)(C)C (3-t-Butoxycarbonylamino-3-methyl-N-[3,4-dihydro-1,4-dioxo-1,5-benzothiazepin-3(S)-yl]-butanamide). Solvent: CO.O (methanol water). Reactants: C(C)(C)(C)OC(=O)NC(CC(=O)N[C@@H]1CSC2=C(NC1=O)C=CC=C2)(C)C (3-t-butoxycarbonylamino-3-methyl-N-[3,4-dihydro-4-oxo-1,5-benzothiazepin-3(S)-yl]-butanamide), I(=O)(=O)(=O)[O-].[Na+] (sodium periodate). The reactants are Clc1ccc(CBr)cc1, O=Cc1c[nH]c2ccccc12. The product is O=Cc1cn(Cc2ccc(Cl)cc2)c2ccccc12. Reaction SMILES: [Cl:1][c:2]1[cH:3][cH:4][c:5]([CH2:6][Br:7])[cH:8][cH:9]1.[nH:10]1[cH:11][c:12]([CH:19]=[O:20])[c:13]2[cH:14][cH:15][cH:16][cH:17][c:18]12>>[Cl:1][c:2]1[cH:3][cH:4][c:5]([CH2:6][n:10]2[cH:11][c:12]([CH:19]=[O:20])[c:13]3[cH:14][cH:15][cH:16][cH:17][c:18]23)[cH:8][cH:9]1. Starting materials: Example 1-51, [Cl-].[NH4+] (ammonium chloride), C1(CC1)C=1C=CC(=NC1OC)C(=O)C1=CC=C(C=C1)SC ((5-cyclopropyl-6-methoxypyridin-2-yl)[4-(methylsulfanyl)phenyl]methanone), solution, C[Si]([N-][Si](C)(C)C)(C)C.[Li+] (lithiumhexamethyldisilazide), C1(=CC=CC=C1)N1N=NN=C1S(=O)(=O)C[C@H]1CCC(N1)=O ((5R)-5-{[(1-phenyl-1H-tetrazol-5-yl)sulfonyl]methyl}pyrrolidin-2-one), Example 3-2. Solvent: O1CCCC1 (tetrahydrofuran), O1CCCC1 (tetrahydrofuran), O1CCCC1 (tetrahydrofuran). Conditions: temperature -78 celsius, time 30 minute. Yields the product C1(CC1)C=1C=CC(=NC1OC)/C(=C/[C@H]1CCC(N1)=O)/C1=CC=C(C=C1)SC ((5R)-5-{(E)-2-(5-cyclopropyl-6-methoxypyridin-2-yl)-2-[4-(methylsulfanyl)phenyl]ethenyl}pyrrolidin-2-one). Isolated yield 8.0%. As a reaction SMILES: C[Si](C)(C)[N-][Si](C)(C)C.[Li+].C1(N2C(S([CH2:25][C@@H:26]3[NH:30][C:29](=[O:31])[CH2:28][CH2:27]3)(=O)=O)=NN=N2)C=CC=CC=1.[CH:32]1([C:35]2[CH:36]=[CH:37][C:38]([C:43]([C:45]3[CH:50]=[CH:49][C:48]([S:51][CH3:52])=[CH:47][CH:46]=3)=O)=[N:39][C:40]=2[O:41][CH3:42])[CH2:34][CH2:33]1.[Cl-].[NH4+]>O1CCCC1>[CH:32]1([C:35]2[CH:36]=[CH:37][C:38](/[C:43](/[C:45]3[CH:46]=[CH:47][C:48]([S:51][CH3:52])=[CH:49][CH:50]=3)=[CH:25]/[C@@H:26]3[NH:30][C:29](=[O:31])[CH2:28][CH2:27]3)=[N:39][C:40]=2[O:41][CH3:42])[CH2:34][CH2:33]1 |f:0.1,4.5|. Reported procedure: A 1 M solution of lithiumhexamethyldisilazide in tetrahydrofuran (6.68 mL) was added to a solution of (5R)-5-{[(1-phenyl-1H-tetrazol-5-yl)sulfonyl]methyl}pyrrolidin-2-one obtained in Reference Example 3-2 (1.07 g) in tetrahydrofuran (10 mL) at −78° C. in a nitrogen gas stream, and the mixture was stirred at −78° C. for 30 minutes. A solution of (5-cyclopropyl-6-methoxypyridin-2-yl)[4-(methylsulfanyl)phenyl]methanone obtained in Reference Example 1-51 (500 mg) in tetrahydrofuran (10 mL) was added... The reactants are O (water), C[O-].[Na+] (sodium methoxide), FC1=C(CBr)C(=CC=C1)F (2,6-difluorobenzyl bromide), NC1=NC=CC=C1O (2-amino-3-hydroxypyridine). Solvent: CO (methanol). Run at time 15 minute. The product is FC1=C(COC=2C(=NC=CC2)N)C(=CC=C1)F (3-[(2,6-Difluorobenzyl)oxy]pyridine-2-amine). As a reaction SMILES: C[O-].[Na+].[NH2:4][C:5]1[C:10]([OH:11])=[CH:9][CH:8]=[CH:7][N:6]=1.[F:12][C:13]1[CH:20]=[CH:19][CH:18]=[C:17]([F:21])[C:14]=1[CH2:15]Br.O>CO>[F:12][C:13]1[CH:20]=[CH:19][CH:18]=[C:17]([F:21])[C:14]=1[CH2:15][O:11][C:10]1[C:5]([NH2:4])=[N:6][CH:7]=[CH:8][CH:9]=1 |f:0.1|. Reported procedure: At RT, 51 g of sodium methoxide (953 mmol, 1.05 equivalents) were initially charged in 1000 ml of methanol, 100 g of 2-amino-3-hydroxypyridine (908 mmol, 1 equivalent) were added and the mixture was stirred at RT for 15 min. The reaction mixture was concentrated under reduced pressure, the residue was taken up in 2500 ml of DMSO and 197 g of 2,6-difluorobenzyl bromide (953 mmol, 1.05 equivalents) were added. After 4 h at RT, the reaction mixture was poured into 20 l of water and stirred for 15 m... The reactants are CC=CC(=O)Cl, [Li]CCCC, O=C1NC(Cc2ccccc2)CO1. Product: CC=CC(=O)N1C(=O)OCC1Cc1ccccc1. RXN SMILES: [C:19]([CH:20]=[CH:21][CH3:22])(=[O:23])[Cl:24].[CH2:14]([Li:15])[CH2:16][CH2:17][CH3:18].[c:1]1([CH2:7][CH:8]2[NH:9][C:10](=[O:13])[O:11][CH2:12]2)[cH:2][cH:3][cH:4][cH:5][cH:6]1>>[c:1]1([CH2:7][CH:8]2[N:9]([C:19]([CH:20]=[CH:21][CH3:22])=[O:23])[C:10](=[O:13])[O:11][CH2:12]2)[cH:2][cH:3][cH:4][cH:5][cH:6]1. The reactants are COCCOC(=O)C1=C(C)NC(C)=C(C(=O)OC(C)C)C1c1cccc(NO)c1, O=Cc1ccc([N+](=O)[O-])cc1. Yields the product COCCOC(=O)C1=C(C)NC(C)=C(C(=O)OC(C)C)C1c1cccc([N+]([O-])=Cc2ccc([N+](=O)[O-])cc2)c1. Reaction SMILES: [CH3:1][C:2]1=[C:7]([C:8](=[O:9])[O:10][CH2:11][CH2:12][O:13][CH3:14])[CH:6]([c:15]2[cH:16][c:17]([NH:21][OH:22])[cH:18][cH:19][cH:20]2)[C:5]([C:23](=[O:24])[O:25][CH:26]([CH3:27])[CH3:28])=[C:4]([CH3:29])[NH:3]1.[N+:30](=[O:31])([O-:32])[c:33]1[cH:34][cH:35][c:36]([CH:37]=[O:38])[cH:39][cH:40]1>>[CH3:1][C:2]1=[C:7]([C:8](=[O:9])[O:10][CH2:11][CH2:12][O:13][CH3:14])[CH:6]([c:15]2[cH:16][c:17]([N+:21]([O-:22])=[CH:37][c:36]3[cH:35][cH:34][c:33]([N+:30](=[O:31])[O-:32])[cH:40][cH:39]3)[cH:18][cH:19][cH:20]2)[C:5]([C:23](=[O:24])[O:25][CH:26]([CH3:27])[CH3:28])=[C:4]([CH3:29])[NH:3]1. Starting materials: COS(=O)(=O)O, CS(=O)(=O)NCCNc1ccc([N+](=O)[O-])cc1, [Na+], [OH-]. Product: CN(CCNc1ccc([N+](=O)[O-])cc1)S(C)(=O)=O. RXN SMILES: [CH3:18][O:19][S:20](=[O:21])(=[O:22])[OH:23].[N+:1](=[O:2])([O-:3])[c:4]1[cH:5][cH:6][c:7]([NH:10][CH2:11][CH2:12][NH:13][S:14](=[O:15])(=[O:16])[CH3:17])[cH:8][cH:9]1.[Na+:25].[OH-:24]>>[N+:1](=[O:2])([O-:3])[c:4]1[cH:5][cH:6][c:7]([NH:10][CH2:11][CH2:12][N:13]([S:14](=[O:15])(=[O:16])[CH3:17])[CH3:18])[cH:8][cH:9]1.